describe an organic reaction: reactants, conditions, products, and yield From a dataset of the Open Reaction Database (ORD), a public repository of structured organic reaction records. Reactants: CN(C)C(=[N+](C)C)ON1C2=C(C=CC=C2)N=N1.[B-](F)(F)(F)F (TBTU), CCN(C(C)C)C(C)C (DIPEA), C(=O)N1CCNCC1 (1-formylpiperazine), C(CCCC)C1=CC=C(CN([C@H](C(=O)O)CC2=CC=CC=C2)C(C=CC2=CC=C(C=C2)C(F)(F)F)=O)C=C1 (2-{(4-pentyl-benzyl)-[3-(4-trifluoromethyl-phenyl)-acryloyl]-amino}-(S)-3-phenyl-propionic acid). Solvent: C(C)#N (acetonitrile). Run at time 16 hour. Product: C(C1=CC=CC=C1)[C@@H](C(=O)N1CCN(CC1)C=O)N(C(C=CC1=CC=C(C=C1)C(F)(F)F)=O)CC1=CC=C(C=C1)CCCCC (N—[(S)-1-benzyl-2-(4-formyl-piperazin-1-yl)-2-oxo-ethyl]-N-(4-pentyl-benzyl)-3-(4-trifluoromethyl-phenyl)-acrylamide). The yield is 54.4%. RXN SMILES: [CH2:1]([C:6]1[CH:38]=[CH:37][C:9]([CH2:10][N:11]([C:23](=[O:36])[CH:24]=[CH:25][C:26]2[CH:31]=[CH:30][C:29]([C:32]([F:35])([F:34])[F:33])=[CH:28][CH:27]=2)[C@@H:12]([CH2:16][C:17]2[CH:22]=[CH:21][CH:20]=[CH:19][CH:18]=2)[C:13]([OH:15])=O)=[CH:8][CH:7]=1)[CH2:2][CH2:3][CH2:4][CH3:5].CN(C(ON1N=NC2C=CC=CC1=2)=[N+](C)C)C.[B-](F)(F)(F)F.CCN(C(C)C)C(C)C.[CH:70]([N:72]1[CH2:77][CH2:76][NH:75][CH2:74][CH2:73]1)=[O:71]>C(#N)C>[CH2:16]([C@H:12]([N:11]([CH2:10][C:9]1[CH:37]=[CH:38][C:6]([CH2:1][CH2:2][CH2:3][CH2:4][CH3:5])=[CH:7][CH:8]=1)[C:23](=[O:36])[CH:24]=[CH:25][C:26]1[CH:27]=[CH:28][C:29]([C:32]([F:35])([F:33])[F:34])=[CH:30][CH:31]=1)[C:13]([N:75]1[CH2:76][CH2:77][N:72]([CH:70]=[O:71])[CH2:73][CH2:74]1)=[O:15])[C:17]1[CH:18]=[CH:19][CH:20]=[CH:21][CH:22]=1 |f:1.2|. Procedure details: 2-{(4-pentyl-benzyl)-[3-(4-trifluoromethyl-phenyl)-acryloyl]-amino}-(S)-3-phenyl-propionic acid (50 mg, 0.095 mmol) was dissolved in acetonitrile (1.0 ml), TBTU (37 mg, 0.115 mmol), DIPEA (37 mg, 0.29 mmol) and 1-formylpiperazine (12.23 mg, 0.105 mmol) was added and the mixture was stirred for 16 h at rt, filtered and directly purified by prep. HPLC to give 32 mg of N—[(S)-1-benzyl-2-(4-formyl-piperazin-1-yl)-2-oxo-ethyl]-N-(4-pentyl-benzyl)-3-(4-trifluoromethyl-phenyl)-acrylamide. LC-MS: tR=1.1... Starting materials: material, CS(=O)(=O)OCC1=NC(=NC(=C1)C(=C)OCC)Cl ((2-chloro-6-(1-ethoxyvinyl)pyrimidin-4-yl)methyl methanesulfonate), FC1(CC(C1)CO)F ((3,3-difluorocyclobutyl)methanol), [OH-].[Na+] (sodium hydroxide). Reagents/catalysts: S(=O)(=O)(O)[O-].C(CCC)[N+](CCCC)(CCCC)CCCC (tetrabutylammonium hydrogen sulfate). The solvent is C1=CC=CC=C1 (benzene). Run at time 72 hour. Yields the product ClC1=NC(=CC(=N1)COCC1CC(C1)(F)F)C(=C)OCC (2-Chloro-4-(((3,3-difluorocyclobutyl)methoxy)methyl)-6-(1-ethoxyvinyl)pyrimidine). Isolated yield 20.2%. As a reaction SMILES: CS([O:5][CH2:6][C:7]1[CH:12]=[C:11]([C:13]([O:15][CH2:16][CH3:17])=[CH2:14])[N:10]=[C:9]([Cl:18])[N:8]=1)(=O)=O.[F:19][C:20]1([F:26])[CH2:23][CH:22]([CH2:24]O)[CH2:21]1.[OH-].[Na+]>C1C=CC=CC=1.S([O-])(O)(=O)=O.C([N+](CCCC)(CCCC)CCCC)CCC>[Cl:18][C:9]1[N:8]=[C:7]([CH2:6][O:5][CH2:24][CH:22]2[CH2:23][C:20]([F:26])([F:19])[CH2:21]2)[CH:12]=[C:11]([C:13]([O:15][CH2:16][CH3:17])=[CH2:14])[N:10]=1 |f:2.3,5.6|. Reported procedure: To a solution of (2-chloro-6-(1-ethoxyvinyl)pyrimidin-4-yl)methyl methanesulfonate (0.5 g, 1.71 mmol) in benzene (8 mL) were added (3,3-difluorocyclobutyl)methanol (0.313 g, 2.56 mmol), sodium hydroxide (aq, 5 M, 0.512 mL, 2.56 mmol) and tetrabutylammonium hydrogen sulfate (0.058 g, 0.17 mmol). The mixture was stirred vigorously at rt for 72 h. The mixture was extracted with diethylether. The organic phase was washed with 50% brine, dried over magnesium sulfate and the solvent was evaporated to ... Starting materials: CC1=C2C=CNC2=CC(=C1)[N+](=O)[O-] (4-Methyl-6-Nitroindole), C(C)O (ethanol), C1=CCCCC1 (cyclohexene). The reagents and catalysts are [Pd] (palladium on carbon). Run in O (water). Product: CC1=C2C=CNC2=CC(=C1)N (4-Methyl-6-Aminoindole). As a reaction SMILES: [CH3:1][C:2]1[CH:10]=[C:9]([N+:11]([O-])=O)[CH:8]=[C:7]2[C:3]=1[CH:4]=[CH:5][NH:6]2.C(O)C.C1CCCCC=1>[Pd].O>[CH3:1][C:2]1[CH:10]=[C:9]([NH2:11])[CH:8]=[C:7]2[C:3]=1[CH:4]=[CH:5][NH:6]2. Procedure details: 4.3 g of nitro derivative prepared in stage 3, 20 ml of ethanol, 9 ml of cyclohexene, 3 ml of water and 2.2 g of 10% palladium on carbon are mixed and are then heated to reflux for 2 hours. Conditions: time 18 hour. The solvent is CN(C)C=O (DMF). Product: COC=1C=C(CNC(=O)C2=CC=C(C=C2)C2=C(C=CC(=C2)C=2OC(=NN2)C)C)C=C(C1)OC (N-(3,5-dimethoxybenzyl)-2′-methyl-5′-(5-methyl-1,3,4-oxadiazol-2-yl)-1,1′-biphenyl-4-carboxamide). Reactants: CC1=C(C=C(C=C1)C=1OC(=NN1)C)C1=CC=C(C=C1)C(=O)O (2′-Methyl-5′-(5-methyl-1,3,4-oxadiazol-2-yl)-1,1′-biphenyl-4-carboxylic acid), C=1C=CC2=C(C1)N=NN2O (HOBT), Cl.CN(CCCN=C=NCC)C (1-(3-dimethylaminopropyl)-3ethyl carbodiimide hydrochloride), COC=1C=C(CN)C=C(C1)OC (3,5-dimethoxybenzylamine). Reaction SMILES: [CH3:1][C:2]1[CH:7]=[CH:6][C:5]([C:8]2[O:9][C:10]([CH3:13])=[N:11][N:12]=2)=[CH:4][C:3]=1[C:14]1[CH:19]=[CH:18][C:17]([C:20]([OH:22])=O)=[CH:16][CH:15]=1.C1C=CC2N(O)N=NC=2C=1.Cl.CN(C)CCCN=C=NCC.[CH3:45][O:46][C:47]1[CH:48]=[C:49]([CH:52]=[C:53]([O:55][CH3:56])[CH:54]=1)[CH2:50][NH2:51]>CN(C=O)C>[CH3:56][O:55][C:53]1[CH:52]=[C:49]([CH:48]=[C:47]([O:46][CH3:45])[CH:54]=1)[CH2:50][NH:51][C:20]([C:17]1[CH:16]=[CH:15][C:14]([C:3]2[CH:4]=[C:5]([C:8]3[O:9][C:10]([CH3:13])=[N:11][N:12]=3)[CH:6]=[CH:7][C:2]=2[CH3:1])=[CH:19][CH:18]=1)=[O:22] |f:2.3|. Procedure: 2′-Methyl-5′-(5-methyl-1,3,4-oxadiazol-2-yl)-1,1′-biphenyl-4-carboxylic acid (11.3 mg, 0.034 mmol), HOBT (6.0 mg, 0.044 mmol), 1-(3-dimethylaminopropyl)-3ethyl carbodiimide hydrochloride (8.0 mg, 0.042 mmol) and 3,5-dimethoxybenzylamine (0.34 mmol) were mixed in DMF (0.7 ml) and the reaction left at room temperature for 18 h. The DMF was evaporated under vacuum and the residue partitioned between DCM (0.4 ml) and water (0.4 ml). The organic phase was washed with aqueous sodium hydroxide (0.5M, 0... The reactants are tetrakistriphenylphosphine palladium, fused zinc chloride, ClC1=NC=C(C(=O)OCC)C=C1 (ethyl 6-chloronicotinate), CC1(CCOC2=CC=C(C=C12)C#C)C (4,4-dimethyl-6-ethynylchroman), C(CCC)[Li] (n-butyl lithium), alkynylzinc. Run in O1CCCC1 (tetrahydrofuran), O1CCCC1 (tetrahydrofuran), O1CCCC1 (tetrahydrofuran), O1CCCC1 (tetrahydrofuran), CCCCCC (hexane). Run at temperature 0 celsius, time 15 minute. Yields the product CC1(CCOC2=CC=C(C=C12)C#CC1=NC=C(C(=O)OCC)C=C1)C (Ethyl 6-[2-(4,4-dimethylchroman-6-yl)ethynyl]nicotinate). RXN SMILES: [CH3:1][C:2]1([CH3:14])[C:11]2[C:6](=[CH:7][CH:8]=[C:9]([C:12]#[CH:13])[CH:10]=2)[O:5][CH2:4][CH2:3]1.C([Li])CCC.Cl[C:21]1[CH:31]=[CH:30][C:24]([C:25]([O:27][CH2:28][CH3:29])=[O:26])=[CH:23][N:22]=1>O1CCCC1.CCCCCC>[CH3:1][C:2]1([CH3:14])[C:11]2[C:6](=[CH:7][CH:8]=[C:9]([C:12]#[C:13][C:21]3[CH:31]=[CH:30][C:24]([C:25]([O:27][CH2:28][CH3:29])=[O:26])=[CH:23][N:22]=3)[CH:10]=2)[O:5][CH2:4][CH2:3]1. Procedure details: Reaction vessels used in this procedure were flame dried under vacuum and all operations were carried out in an oxygen-free, argon or nitrogen atmosphere. To a solution of 509.4 mg (2.74 mmol) of 4,4-dimethyl-6-ethynylchroman in 4 ml of dry tetrahydrofuran at 0° C. was added dropwise 1.72 ml of 1.6M (2.75 mmol) of n-butyl lithium in hexane. Stirring was commenced at 0° C. for 30 minutes and at room temperature for 15 minutes, after which the solution was cooled again to 0° C. and then treated wi... Starting materials: [K].O1C(NN=C1C(=O)OCC)=S (ethyl 1,3,4-oxadiazole-2-thione-5-carboxylate potassium), C(C)(C)I (isopropyl iodide). Yields the product C(C)(C)SC1=NN=C(O1)C(=O)OCC (Ethyl 5-isopropylthio-1,3,4-oxadiazole-2-carboxylate). As a reaction SMILES: [K].[O:2]1[C:6]([C:7]([O:9][CH2:10][CH3:11])=[O:8])=[N:5][NH:4][C:3]1=[S:12].[CH:13](I)([CH3:15])[CH3:14]>>[CH:13]([S:12][C:3]1[O:2][C:6]([C:7]([O:9][CH2:10][CH3:11])=[O:8])=[N:5][N:4]=1)([CH3:15])[CH3:14] |f:0.1,^1:0|. Reported procedure: The title compound was prepared from ethyl 1,3,4-oxadiazole-2-thione-5-carboxylate potassium salt dimethylsulfoxide solvate (11 g., 0.03 mole) and isopropyl iodide (5.6 g., 0.03 mole) analogously to the procedure described in Experiment A. The yield was 4.1 g. (63%).